From a dataset of the Open Reaction Database (ORD), a public repository of structured organic reaction records. describe an organic reaction: reactants, conditions, products, and yield Reactants: Nc1cc(Br)ccn1, CCOCC, ClCCl, Cc1cc(C)c(S(=O)(=O)ON)c(C)c1. Yields the product Nc1cc(Br)cc[n+]1N, Cc1cc(C)c(S(=O)(=O)[O-])c(C)c1. Reaction SMILES: [Br:15][c:16]1[cH:17][c:18]([NH2:22])[n:19][cH:20][cH:21]1.[CH3:26][CH2:27][O:28][CH2:29][CH3:30].[Cl:23][CH2:24][Cl:25].[c:1]1([CH3:14])[c:2]([S:9](=[O:10])(=[O:11])[O:12][NH2:13])[c:3]([CH3:8])[cH:4][c:5]([CH3:7])[cH:6]1>>[NH2:13][n+:19]1[c:18]([NH2:22])[cH:17][c:16]([Br:15])[cH:21][cH:20]1.[c:1]1([CH3:14])[c:2]([S:9](=[O:10])(=[O:11])[O-:12])[c:3]([CH3:8])[cH:4][c:5]([CH3:7])[cH:6]1.